From a dataset of the Open Reaction Database (ORD), a public repository of structured organic reaction records. describe an organic reaction: reactants, conditions, products, and yield Reactants: O.[OH-].[Li+] (Lithium hydroxide hydrate), NC=1C(N(C=CC1S(NCC1CCC1)(=O)=O)CC(=O)OCC)=O (3-amino-4-(N-cyclobutylmethylsulfamoyl)-1-ethoxycarbonylmethyl-2-pyridinone), Cl (HCl). Solvent: O.CO.C1CCOC1 (water methanol THF). Reaction conditions: time 2 hour. Yields the product NC=1C(N(C=CC1S(NCC1CCC1)(=O)=O)CC(=O)O)=O (3-Amino-1-carboxymethyl-4-(N-cyclobutylmethylsulfamoyl)-2-pyridinone). RXN SMILES: O.[OH-].[Li+].[NH2:4][C:5]1[C:6](=[O:26])[N:7]([CH2:20][C:21]([O:23]CC)=[O:22])[CH:8]=[CH:9][C:10]=1[S:11](=[O:19])(=[O:18])[NH:12][CH2:13][CH:14]1[CH2:17][CH2:16][CH2:15]1.Cl>O.CO.C1COCC1>[NH2:4][C:5]1[C:6](=[O:26])[N:7]([CH2:20][C:21]([OH:23])=[O:22])[CH:8]=[CH:9][C:10]=1[S:11](=[O:18])(=[O:19])[NH:12][CH2:13][CH:14]1[CH2:15][CH2:16][CH2:17]1 |f:0.1.2,5.6.7|. Procedure: Lithium hydroxide hydrate (40 mg, 0.952 mmol) was added to a stirred solution of 3-amino-4-(N-cyclobutylmethylsulfamoyl)-1-ethoxycarbonylmethyl-2-pyridinone (170 mg, 0.476 mmol) in 1:3:3 water/methanol/THF (14 mL). After 2 h, the reaction was acidified with 1M HCl and the mixture was partitioned between chloroform and brine. The organic layer was dried (Na2SO4) and evaporated to give the title compound as a solid; The reactants are CC(=O)OC(C)c1ccc2c(c1)C(C)(C)CCC2(C)C, ClC(Cl)Cl, O=P([O-])([O-])[O-]. Yields the product CC(O)c1ccc2c(c1)C(C)(C)CCC2(C)C. RXN SMILES: [C:1](=[O:2])([CH3:3])[O:4][CH:5]([CH3:6])[c:7]1[cH:8][c:9]2[c:14]([cH:15][cH:16]1)[C:13]([CH3:17])([CH3:18])[CH2:12][CH2:11][C:10]2([CH3:19])[CH3:20].[CH:26]([Cl:27])([Cl:28])[Cl:29].[O-:21][P:22](=[O:23])([O-:24])[O-:25]>>[OH:4][CH:5]([CH3:6])[c:7]1[cH:8][c:9]2[c:14]([cH:15][cH:16]1)[C:13]([CH3:17])([CH3:18])[CH2:12][CH2:11][C:10]2([CH3:19])[CH3:20]. Starting materials: C1(=CC=C(C=C1)S(=O)(=O)Cl)C (p-Toluene sulfonyl chloride), S(=O)(=O)([O-])C1=CC=C(C)C=C1 (tosylate), OCC\C=C/CC(=O)OC (methyl cis 6-hydroxy-3-hexenoate), crude product, Cl (hydrochloric acid). The solvent is N1=CC=CC=C1 (pyridine). Conditions: temperature 0 celsius, time 4 hour. Yields the product C1(=CC=C(C=C1)S(=O)(=O)O)C.OCC\C=C/CC(=O)OC (Methyl cis 6-hydroxy-3-hexenoate p-toluene sulfonate). As a reaction SMILES: C1(C)C=CC(S(Cl)(=O)=O)=CC=1.[OH:12][CH2:13][CH2:14]/[CH:15]=[CH:16]\[CH2:17][C:18]([O:20][CH3:21])=[O:19].Cl.[S:23]([C:27]1[CH:33]=[CH:32][C:30]([CH3:31])=[CH:29][CH:28]=1)([O-:26])(=[O:25])=[O:24]>N1C=CC=CC=1>[C:30]1([CH3:31])[CH:29]=[CH:28][C:27]([S:23]([OH:26])(=[O:24])=[O:25])=[CH:33][CH:32]=1.[OH:12][CH2:13][CH2:14]/[CH:15]=[CH:16]\[CH2:17][C:18]([O:20][CH3:21])=[O:19] |f:5.6|. Procedure: p-Toluene sulfonyl chloride (1.425 g., 7.5 mm.) was added at 0°C to a solution of 1.00g. (6.95 mm.) of methyl cis 6-hydroxy-3-hexenoate in 2.37 g. of dry pyridine. The resulting mixture was stirred at 0°C for 4 hours. The crude product was poured on ice and concentrated hydrochloric acid, extracted with benzene, washed with 2N hydrochloric acid, sodium carbonate till neutral and dried over potassium carbonate. Evaporation of the solvent produced 1.425 g. (68% of theory) of crude tosylate. Starting materials: C(C(=O)Cl)(=O)Cl (oxalyl chloride), ClC1=NC=2C=CC(=C(C2C=C1)C(=O)O)Cl (2,6-dichloro-quinoline-5-carboxylic acid), CN(C=O)C (N,N-dimethylformamide). Solvent: ClCCl (dichloromethane). Conditions: time 2 hour. Product: ClC1=NC=2C=CC(=C(C2C=C1)C(=O)NC[C@]1(C[C@H](CCC1)C)O)Cl (2,6-Dichloro-N-{[(1S,3S)-1-hydroxy-3-methylcyclohexyl]methyl}quinoline-5-carboxamide). RXN SMILES: [Cl:1][C:2]1[CH:11]=[CH:10][C:9]2[C:8]([C:12]([OH:14])=O)=[C:7]([Cl:15])[CH:6]=[CH:5][C:4]=2[N:3]=1.[C:16](Cl)(=[O:20])[C:17](Cl)=O.C[N:23]([CH3:26])C=O>ClCCl>[Cl:1][C:2]1[CH:11]=[CH:10][C:9]2[C:8]([C:12]([NH:23][CH2:26][C@:16]3([OH:20])[CH2:17][CH2:6][CH2:7][C@H:8]([CH3:12])[CH2:9]3)=[O:14])=[C:7]([Cl:15])[CH:6]=[CH:5][C:4]=2[N:3]=1. Procedure: To a stirred suspension of 2,6-dichloro-quinoline-5-carboxylic acid (2.40 g) (WO2004/106305, Example 76, step b) in dichloromethane (100 ml) was added oxalyl chloride (3.15 g, 2.16 ml) and a drop of N,N-dimethylformamide. The reaction was stirred at room temperature for 2 hours before the volatiles were removed in vacuo and the residue diluted in dichloromethane (100 ml). To this solution were added (1S,3S)-1-(aminomethyl)-3-methylcyclohexanol.HCl (1.78 g) and diisopropylethylamine (6.70 ml) and...